This data is from the Open Reaction Database (ORD), a public repository of structured organic reaction records. The task is: describe an organic reaction: reactants, conditions, products, and yield The reactants are C(C)OP(=O)(C(C(=O)OCC)CC1=CC=C(C=C1)OC)OCC (2-(Diethoxyphosphinyl)-3-(4-methoxyphenyl)propionic acid, ethyl ester), [OH-].[Li+] (lithium hydroxide), C1CCC(CC1)NC2CCCCC2 (DCHA). Solvent: CCOCC (ether), C(C)OC(C)=O (ethylacetate). Conditions: temperature 0 celsius. The product is C(C)OP(=O)(C(C(=O)O)CC1=CC=C(C=C1)OC)OCC (2-(Diethoxyphosphinyl)-3-(4-methoxyphenyl)propionic acid). RXN SMILES: [CH2:1]([O:3][P:4]([O:21][CH2:22][CH3:23])([CH:6]([CH2:12][C:13]1[CH:18]=[CH:17][C:16]([O:19][CH3:20])=[CH:15][CH:14]=1)[C:7]([O:9]CC)=[O:8])=[O:5])[CH3:2].[OH-].[Li+].C1CCC(NC2CCCCC2)CC1>CCOCC.C(OC(=O)C)C>[CH2:22]([O:21][P:4]([O:3][CH2:1][CH3:2])([CH:6]([CH2:12][C:13]1[CH:14]=[CH:15][C:16]([O:19][CH3:20])=[CH:17][CH:18]=1)[C:7]([OH:9])=[O:8])=[O:5])[CH3:23] |f:1.2|. Procedure: The product of stage (a) (10 g) was stirred for 4 hr with 1 M lithium hydroxide (30.5 ml). The mixture was extracted with ether, the aqueous phase cooled to 0° C. and acidified to pH 1.0 with 2 N.HCl and extracted with ethyl acetate, exhaustively. The extracts were dried after washing with brine to give a solid residue. The solid was dissolved in a mixture of ether (35 ml) and ethylacetate (35 ml) and DCHA (4.37 g) added. After refrigeration, the precipitated DCHA salt (m.p. 136°-140°) was filte... RXN SMILES: F[C:2]1[CH:7]=[C:6]([F:8])[CH:5]=[C:4]([F:9])[C:3]=1[N+:10]([O-:12])=[O:11].[Br:13][C:14]1[NH:15][CH:16]=[C:17]([CH3:19])[N:18]=1.C([O-])([O-])=O.[K+].[K+]>CN(C=O)C.C(OCC)(=O)C>[Br:13][C:14]1[N:15]([C:2]2[CH:7]=[C:6]([F:8])[CH:5]=[C:4]([F:9])[C:3]=2[N+:10]([O-:12])=[O:11])[CH:16]=[C:17]([CH3:19])[N:18]=1 |f:2.3.4|. Starting materials: FC1=C(C(=CC(=C1)F)F)[N+](=O)[O-] (1,3,5-trifluoro-2-nitrobenzene), BrC=1NC=C(N1)C (2-bromo-4-methylimidazole), C(=O)([O-])[O-].[K+].[K+] (K2CO3). Reaction conditions: time 8 hour. Procedure: A mixture of 1,3,5-trifluoro-2-nitrobenzene (2.2 mL, 18.6 mmol), 2-bromo-4-methylimidazole (3 g, 18.6 mmol) and K2CO3 (5.66 g, 41 mmol) in 80 mL DMF was stirred at room temperature overnight. The mixture was diluted with ethyl acetate and washed with water. Standard work up procedure followed by column purification using 10% ethyl acetate in dichloromethane as eluent provided 3.18 g (54% yield) of the product as a yellow powder. EIMS 317.9 [M+H]+. Solvent: CN(C)C=O (DMF), C(C)(=O)OCC (ethyl acetate). The yield is 53.8%. The product is BrC=1N(C=C(N1)C)C1=C(C(=CC(=C1)F)F)[N+](=O)[O-] (2-Bromo-1-(3,5-difluoro-2-nitrophenyl)-4-methyl-1H-imidazole). Reactants: Cl (hydrochloric acid), C[O-].[Na+] (sodium methoxide), C(C1=CC=CC=C1)N1C(=NC(=C1C(=O)OCC)C(=O)OCC)CBr (diethyl 1-benzyl-2-bromomethylimidazole-4,5-dicarboxylate). The solvent is CO (methanol), CO (methanol). Conditions: time 13 hour. The product is C(C1=CC=CC=C1)N1C(=NC(=C1C(=O)OC)C(=O)OC)COC (Dimethyl 1-benzyl-2-methoxymethylimidazole-4,5-dicarboxylate). Reaction SMILES: [CH3:1][O-:2].[Na+].[CH2:4]([N:11]1[C:15]([C:16]([O:18][CH2:19]C)=[O:17])=[C:14]([C:21]([O:23][CH2:24]C)=[O:22])[N:13]=[C:12]1[CH2:26]Br)[C:5]1[CH:10]=[CH:9][CH:8]=[CH:7][CH:6]=1.Cl>CO>[CH2:4]([N:11]1[C:15]([C:16]([O:18][CH3:19])=[O:17])=[C:14]([C:21]([O:23][CH3:24])=[O:22])[N:13]=[C:12]1[CH2:26][O:2][CH3:1])[C:5]1[CH:10]=[CH:9][CH:8]=[CH:7][CH:6]=1 |f:0.1|. Reported procedure: 492 mg of a 28% w/v solution of sodium methoxide in methanol were added to a solution of 655 mg of diethyl 1-benzyl-2-bromomethylimidazole-4,5-dicarboxylate [prepared as described in step (ii) above] in 7 ml of methanol, and the mixture was allowed to stand at room temperature for 13 hours. At the end of this time, 2.5 ml of 1N aqueous hydrochloric acid were added to the reaction solution, and the methanol was removed by distillation under reduced pressure. The concentrate was mixed with ethyl a... Reactants: CC(C)(C)[Si](C)(C)OCCC(O)(CCCl)c1ccccc1, CCOC(C)=O, [N-]=[N+]=[N-], [Na+], CN(C)C=O. Product: CC(C)(C)[Si](C)(C)OCCC(O)(CCN=[N+]=[N-])c1ccccc1. RXN SMILES: [C:1]([CH3:2])([CH3:3])([CH3:4])[Si:5]([O:6][CH2:7][CH2:8][C:9]([CH2:10][CH2:11][Cl:12])([OH:13])[c:14]1[cH:15][cH:16][cH:17][cH:18][cH:19]1)([CH3:20])[CH3:21].[CH3:31][CH2:32][O:33][C:34]([CH3:35])=[O:36].[N-:22]=[N+:23]=[N-:24].[Na+:25].[O:26]=[CH:27][N:28]([CH3:29])[CH3:30]>>[C:1]([CH3:2])([CH3:3])([CH3:4])[Si:5]([O:6][CH2:7][CH2:8][C:9]([CH2:10][CH2:11][N:22]=[N+:23]=[N-:24])([OH:13])[c:14]1[cH:15][cH:16][cH:17][cH:18][cH:19]1)([CH3:20])[CH3:21].